This data is from the Open Reaction Database (ORD), a public repository of structured organic reaction records. The task is: describe an organic reaction: reactants, conditions, products, and yield Reactants: CCO, Cl, CCOC(=O)C(C)c1ccc(C(F)(F)C(F)(F)C(F)(F)C(F)(F)C(F)(F)C(F)(F)C(F)(F)C(F)(F)F)cc1, [Na+], [OH-]. Yields the product CC(C(=O)O)c1ccc(C(F)(F)C(F)(F)C(F)(F)C(F)(F)C(F)(F)C(F)(F)C(F)(F)C(F)(F)F)cc1. As a reaction SMILES: [CH3:40][CH2:41][OH:42].[ClH:39].[F:1][C:2]([C:3]([C:4]([C:5]([C:6]([C:7]([C:8]([C:9]([F:10])([F:11])[F:12])([F:13])[F:14])([F:15])[F:16])([F:17])[F:18])([F:19])[F:20])([F:21])[F:22])([F:23])[F:24])([c:25]1[cH:26][cH:27][c:28]([CH:31]([C:32](=[O:33])[O:34][CH2:35][CH3:36])[CH3:37])[cH:29][cH:30]1)[F:38].[Na+:44].[OH-:43]>>[F:1][C:2]([C:3]([C:4]([C:5]([C:6]([C:7]([C:8]([C:9]([F:10])([F:11])[F:12])([F:13])[F:14])([F:15])[F:16])([F:17])[F:18])([F:19])[F:20])([F:21])[F:22])([F:23])[F:24])([c:25]1[cH:26][cH:27][c:28]([CH:31]([C:32](=[O:33])[OH:34])[CH3:37])[cH:29][cH:30]1)[F:38]. Reactants: BrC=1C=C(C=CC1C)CNC(CCC(=O)NCC=1C(=C2C(=NC1CC)N(N=C2)CC)NC2CCOCC2)=O (N-[(3-bromo-4-methylphenyl)methyl]-N′-{[1,6-diethyl-4-(tetrahydro-2H-pyran-4-ylamino)-1H-pyrazolo[3,4-b]pyridin-5-yl]methyl}butanediamide), C(=O)C=1C=C(C=CC1)B(O)O ((3-formylphenyl)boronic acid), C([O-])([O-])=O.[Na+].[Na+] (sodium carbonate). Reagents/catalysts: [Pd].C1(=CC=CC=C1)P(C1=CC=CC=C1)C1=CC=CC=C1.C1(=CC=CC=C1)P(C1=CC=CC=C1)C1=CC=CC=C1.C1(=CC=CC=C1)P(C1=CC=CC=C1)C1=CC=CC=C1.C1(=CC=CC=C1)P(C1=CC=CC=C1)C1=CC=CC=C1 (tetrakis (triphenylphosphine) palladium (0)). Run in O1CCOCC1 (1,4-dioxane), O (water), CCOC(=O)C (EtOAc), O (water). Yields the product C(C)N1N=CC=2C1=NC(=C(C2NC2CCOCC2)CNC(CCC(=O)NCC=2C=C(C(=CC2)C)C2=CC(=CC=C2)C=O)=O)CC (N-{[1,6-diethyl-4-(tetrahydro-2H-pyran-4-ylamino)-1H-pyrazolo[3,4-b]pyridin-5-yl]methyl}-N′-[(3′-formyl-6-methyl-3-biphenylyl)methyl]butanediamide). The yield is 59.0%. RXN SMILES: Br[C:2]1[CH:3]=[C:4]([CH2:9][NH:10][C:11](=[O:38])[CH2:12][CH2:13][C:14]([NH:16][CH2:17][C:18]2[C:19]([NH:31][CH:32]3[CH2:37][CH2:36][O:35][CH2:34][CH2:33]3)=[C:20]3[CH:28]=[N:27][N:26]([CH2:29][CH3:30])[C:21]3=[N:22][C:23]=2[CH2:24][CH3:25])=[O:15])[CH:5]=[CH:6][C:7]=1[CH3:8].[CH:39]([C:41]1[CH:42]=[C:43](B(O)O)[CH:44]=[CH:45][CH:46]=1)=[O:40].C(=O)([O-])[O-].[Na+].[Na+]>O1CCOCC1.O.CCOC(C)=O.[Pd].C1(P(C2C=CC=CC=2)C2C=CC=CC=2)C=CC=CC=1.C1(P(C2C=CC=CC=2)C2C=CC=CC=2)C=CC=CC=1.C1(P(C2C=CC=CC=2)C2C=CC=CC=2)C=CC=CC=1.C1(P(C2C=CC=CC=2)C2C=CC=CC=2)C=CC=CC=1>[CH2:29]([N:26]1[C:21]2=[N:22][C:23]([CH2:24][CH3:25])=[C:18]([CH2:17][NH:16][C:14](=[O:15])[CH2:13][CH2:12][C:11]([NH:10][CH2:9][C:4]3[CH:3]=[C:2]([C:45]4[CH:44]=[CH:43][CH:42]=[C:41]([CH:39]=[O:40])[CH:46]=4)[C:7]([CH3:8])=[CH:6][CH:5]=3)=[O:38])[C:19]([NH:31][CH:32]3[CH2:37][CH2:36][O:35][CH2:34][CH2:33]3)=[C:20]2[CH:28]=[N:27]1)[CH3:30] |f:2.3.4,8.9.10.11.12|. Procedure: A mixture of N-[(3-bromo-4-methylphenyl)methyl]-N′-{[1,6-diethyl-4-(tetrahydro-2H-pyran-4-ylamino)-1H-pyrazolo[3,4-b]pyridin-5-yl]methyl}butanediamide (1.16 g, 1.981 mmol), (3-formylphenyl)boronic acid (0.372 g, 2.481 mmol), tetrakis (triphenylphosphine) palladium (0) (0.081 g, 0.07 mmol), and sodium carbonate (0.530 g, 5.00 mmol) in 1,4-dioxane (12 mL) and water (4 mL) under an N2 atmosphere was microwaved for 30 min at 140° C. The reaction mixture was diluted with EtOAc and water and the layer... Starting materials: COC(C(C(CCCC)=O)Cl)=O (2-chloro-3-oxo-heptanoic acid methyl ester), FC(C1=CC=C(C(=S)N)C=C1)(F)F (4-(trifluoromethyl) thiobenzamide). Solvent: C(C)O (ethanol). Product: COC(=O)C1=C(N=C(S1)C1=CC=C(C=C1)C(F)(F)F)CCCC (4-butyl-2-(4-trifluoromethyl-phenyl)-thiazol-5-carboxylic acid methyl ester). The yield is 69.3%. RXN SMILES: [CH3:1][O:2][C:3](=[O:12])[CH:4](Cl)[C:5](=O)[CH2:6][CH2:7][CH2:8][CH3:9].[F:13][C:14]([F:25])([F:24])[C:15]1[CH:23]=[CH:22][C:18]([C:19]([NH2:21])=[S:20])=[CH:17][CH:16]=1>C(O)C>[CH3:1][O:2][C:3]([C:4]1[S:20][C:19]([C:18]2[CH:17]=[CH:16][C:15]([C:14]([F:24])([F:13])[F:25])=[CH:23][CH:22]=2)=[N:21][C:5]=1[CH2:6][CH2:7][CH2:8][CH3:9])=[O:12]. Procedure details: To a solution of 3-oxo-heptanoic acid methyl ester (5.0 g, 31.6 mmol) in dry dichloromethane (80 mL) add sulfurylchloride (2.82 mL). Stir the reaction mixture at room temperature for 30 minutes then add water (20 mL) and the reaction mixture extracted five times with portions of 30 mL of dichloromethane. Wash the combined organic extracts with water, saturated aqueous solution of NaHCO3 and brine and then dry over MgSO4. Remove the solvent under reduced pressure to give 2-chloro-3-oxo-heptanoic ... RXN SMILES: Br[C:2]1[C:3]2[C:8]([C:9](Br)=[C:10]3[C:15]=1[CH:14]=[CH:13][CH:12]=[CH:11]3)=[CH:7][CH:6]=[CH:5][CH:4]=2.[CH2:17]1[CH2:21][O:20][CH2:19][CH2:18]1>Cl[Pd](Cl)([P](C1C=CC=CC=1)(C1C=CC=CC=1)C1C=CC=CC=1)[P](C1C=CC=CC=1)(C1C=CC=CC=1)C1C=CC=CC=1>[CH3:19][O:20][C:21]1[CH:4]=[C:3]2[C:8](=[CH:18][CH:17]=1)[C:9]([C:13]1[CH:12]=[CH:11][C:10]3[C:15](=[CH:2][C:3]4[C:8]([CH:9]=3)=[CH:7][CH:6]=[CH:5][CH:4]=4)[CH:14]=1)=[CH:10][CH:15]=[CH:2]2 |^1:24,43|. Reactants: BrC=1C2=CC=CC=C2C(=C2C=CC=CC12)Br (9,10-Dibromoanthracene), Grignard reagent, C1CCOC1 (THF). Yield: 82.0%. Reagents/catalysts: Cl[Pd]([P](C1=CC=CC=C1)(C2=CC=CC=C2)C3=CC=CC=C3)([P](C4=CC=CC=C4)(C5=CC=CC=C5)C6=CC=CC=C6)Cl (dichlorobis(triphenylphosphine)palladium). Yields the product COC=1C=C2C=CC=C(C2=CC1)C1=CC2=CC3=CC=CC=C3C=C2C=C1 (2-(6-methoxynaphthyl)anthracene). Procedure: 9,10-Dibromoanthracene (23.63 g, 70.3 mmol), 300 mL of THF and a catalytic amount of dichlorobis(triphenylphosphine)palladium (II) were all placed under nitrogen in a round bottomed flask. The Grignard reagent prepared above was then added via a double-end needle transfer while still warm. After the addition, the reaction mixture was allowed to reflux overnight. After cooling to room temperature, the precipitated solid was collected by vacuum filtration and washed with ether, THF, and water. The... Run at time 60 minute.